Dataset: the Open Reaction Database (ORD), a public repository of structured organic reaction records. Task: describe an organic reaction: reactants, conditions, products, and yield The reactants are [BH4-], CC(=O)O, CC(C)(C)OC(=O)NC(Cc1cc(Br)c(N)c(Br)c1)C(=O)N1CCC(N2CCCCC2)CC1, [Na+], C1COCCO1, O. Yields the product CC(C)(C)OC(=O)NC(Cc1cc(Br)c(N)c(Br)c1)CN1CCC(N2CCCCC2)CC1. As a reaction SMILES: [BH4-:34].[CH3:36][C:37](=[O:38])[OH:39].[NH2:1][c:2]1[c:3]([Br:33])[cH:4][c:5]([CH2:6][CH:7]([NH:8][C:9](=[O:10])[O:11][C:12]([CH3:13])([CH3:14])[CH3:15])[C:16](=[O:17])[N:18]2[CH2:19][CH2:20][CH:21]([N:24]3[CH2:25][CH2:26][CH2:27][CH2:28][CH2:29]3)[CH2:22][CH2:23]2)[cH:30][c:31]1[Br:32].[Na+:35].[O:41]1[CH2:42][CH2:43][O:44][CH2:45][CH2:46]1.[OH2:40]>>[NH2:1][c:2]1[c:3]([Br:33])[cH:4][c:5]([CH2:6][CH:7]([NH:8][C:9](=[O:10])[O:11][C:12]([CH3:13])([CH3:14])[CH3:15])[CH2:16][N:18]2[CH2:19][CH2:20][CH:21]([N:24]3[CH2:25][CH2:26][CH2:27][CH2:28][CH2:29]3)[CH2:22][CH2:23]2)[cH:30][c:31]1[Br:32]. Reactants: CC(C)(C)OC(=O)CCC1CC(O)C(=O)N1, CN(C)C=O. Product: O=C(O)CCC1CC(O)C(=O)N1. RXN SMILES: [C:1]([CH3:2])([CH3:3])([CH3:4])[O:5][C:6]([CH2:7][CH2:8][CH:9]1[NH:10][C:11](=[O:15])[CH:12]([OH:14])[CH2:13]1)=[O:16].[CH3:17][N:18]([CH3:19])[CH:20]=[O:21]>>[O:5]=[C:6]([CH2:7][CH2:8][CH:9]1[NH:10][C:11](=[O:15])[CH:12]([OH:14])[CH2:13]1)[OH:16]. The reactants are CN([SiH](C)C)[Si](C)(C)C, O=Cc1ccccc1, [Li], C1CCOC1, C#Cc1cccs1. Product: OC(C#Cc1cccs1)c1ccccc1. RXN SMILES: [CH3:1][SiH:2]([CH3:3])[N:4]([CH3:5])[Si:6]([CH3:7])([CH3:8])[CH3:9].[CH:18](=[O:19])[c:20]1[cH:21][cH:22][cH:23][cH:24][cH:25]1.[Li:10].[O:26]1[CH2:27][CH2:28][CH2:29][CH2:30]1.[s:11]1[c:12]([C:16]#[CH:17])[cH:13][cH:14][cH:15]1>>[s:11]1[c:12]([C:16]#[C:17][CH:18]([OH:19])[c:20]2[cH:21][cH:22][cH:23][cH:24][cH:25]2)[cH:13][cH:14][cH:15]1. Starting materials: COC1=C(C=2C3=C(C(NC2C=C1)=O)SC=C3)C3=CC=C(C=C3)C(C)(C)NC(OC(C)(C)C)=O (tert-butyl 2-[4-(8-methoxy-4-oxo-4,5-dihydrothieno[2,3-c]quinolin-9-yl)phenyl]propan-2-ylcarbamate), ClN1C(CCC1=O)=O (N-chlorosuccinimide). Solvent: CN(C)C=O (DMF). Yields the product ClC1=CC(=C(C=2C3=C(C(NC12)=O)SC=C3)C3=CC=C(C=C3)C(C)(C)NC(OC(C)(C)C)=O)OC (tert-Butyl 2-[4-(6-Chloro-8-methoxy-4-oxo-4,5-dihydrothieno[2,3-c]quinolin-9-yl)phenyl]propan-2-ylcarbamate). The yield is 31.2%. RXN SMILES: [CH3:1][O:2][C:3]1[CH:12]=[CH:11][C:10]2[NH:9][C:8](=[O:13])[C:7]3[S:14][CH:15]=[CH:16][C:6]=3[C:5]=2[C:4]=1[C:17]1[CH:22]=[CH:21][C:20]([C:23]([NH:26][C:27](=[O:33])[O:28][C:29]([CH3:32])([CH3:31])[CH3:30])([CH3:25])[CH3:24])=[CH:19][CH:18]=1.[Cl:34]N1C(=O)CCC1=O>CN(C=O)C>[Cl:34][C:11]1[C:10]2[NH:9][C:8](=[O:13])[C:7]3[S:14][CH:15]=[CH:16][C:6]=3[C:5]=2[C:4]([C:17]2[CH:22]=[CH:21][C:20]([C:23]([NH:26][C:27](=[O:33])[O:28][C:29]([CH3:32])([CH3:31])[CH3:30])([CH3:25])[CH3:24])=[CH:19][CH:18]=2)=[C:3]([O:2][CH3:1])[CH:12]=1. Procedure: A solution of tert-butyl 2-[4-(8-methoxy-4-oxo-4,5-dihydrothieno[2,3-c]quinolin-9-yl)phenyl]propan-2-ylcarbamate (130 mg, 0.27 mmol) and N-chlorosuccinimide (47 mg, 0.35 mmol) in DMF (3 mL) was heated at 70° C. for 2 h. The reaction mixture was cooled to room temperature, quenched with water and the aqueous layer was extracted with methylene chloride/methanol (9:1). The combined organic layers were dried over sodium sulfate, filtered, concentrated and the residue was purified by column chromatog... Starting materials: CC(=O)O, [Fe], COC(=O)c1nc(-c2cc([N+](=O)[O-])c(Cl)cc2F)cc(N)c1Cl. Yields the product COC(=O)c1nc(-c2cc(N)c(Cl)cc2F)cc(N)c1Cl. RXN SMILES: [CH3:24][C:25](=[O:26])[OH:27].[Fe:28].[NH2:1][c:2]1[c:3]([Cl:23])[c:4]([C:19](=[O:20])[O:21][CH3:22])[n:5][c:6](-[c:8]2[c:9]([F:18])[cH:10][c:11]([Cl:17])[c:12]([N+:14]([O-:15])=[O:16])[cH:13]2)[cH:7]1>>[NH2:1][c:2]1[c:3]([Cl:23])[c:4]([C:19](=[O:20])[O:21][CH3:22])[n:5][c:6](-[c:8]2[c:9]([F:18])[cH:10][c:11]([Cl:17])[c:12]([NH2:14])[cH:13]2)[cH:7]1. The product is NC1=NC(C2=CC=CC=C12)(C1=CC(=CC=C1)C=1C(=NC=CC1)F)C1=CC=C(C#N)C=C1 (4-{3-Amino-1-[3-(2-fluoropyridin-3-yl)phenyl]-1H-isoindol-1-yl}benzonitrile). Run in C(C)O (ethanol), O (water). Procedure: 4-[3-Amino-1-(3-bromophenyl)-1H-isoindol-1-yl]benzonitrile (0.086 g, 0.22 mmol) (Example 50), (2-fluoropyridin-3-yl)boronic acid (0.047 g, 0.33 mmol), [1,1′-bis(diphenylphosphino)ferrocene]palladium(II) chloride dichloromethane adduct (0.018 g, 0.022 mmol), potassium carbonate (0.091 g, 0.66 mmol) and solvent (3 mL of a mixture of dimethoxyethene, water and ethanol in a ratio of 6:3:1) was irradiated under argon atmosphere in a microwave at 125° C. for 6 min. When cooled to ambient temperature t... As a reaction SMILES: [NH2:1][C:2]1[C:10]2[C:5](=[CH:6][CH:7]=[CH:8][CH:9]=2)[C:4]([C:18]2[CH:25]=[CH:24][C:21]([C:22]#[N:23])=[CH:20][CH:19]=2)([C:11]2[CH:16]=[CH:15][CH:14]=[C:13](Br)[CH:12]=2)[N:3]=1.[F:26][C:27]1[C:32](B(O)O)=[CH:31][CH:30]=[CH:29][N:28]=1.C(=O)([O-])[O-].[K+].[K+].COC=COC>C(O)C.O>[NH2:1][C:2]1[C:10]2[C:5](=[CH:6][CH:7]=[CH:8][CH:9]=2)[C:4]([C:18]2[CH:25]=[CH:24][C:21]([C:22]#[N:23])=[CH:20][CH:19]=2)([C:11]2[CH:16]=[CH:15][CH:14]=[C:13]([C:32]3[C:27]([F:26])=[N:28][CH:29]=[CH:30][CH:31]=3)[CH:12]=2)[N:3]=1 |f:2.3.4|. The yield is 69.7%. Starting materials: NC1=NC(C2=CC=CC=C12)(C1=CC(=CC=C1)Br)C1=CC=C(C#N)C=C1 (4-[3-Amino-1-(3-bromophenyl)-1H-isoindol-1-yl]benzonitrile), FC1=NC=CC=C1B(O)O ((2-fluoropyridin-3-yl)boronic acid), [1,1′-bis(diphenylphosphino)ferrocene]palladium(II) chloride dichloromethane, C([O-])([O-])=O.[K+].[K+] (potassium carbonate), mixture, COC=COC (dimethoxyethene).